This data is from the Open Reaction Database (ORD), a public repository of structured organic reaction records. The task is: describe an organic reaction: reactants, conditions, products, and yield Reactants: C(C1=CC=CC=C1)C1=C(C=C(O)C=C1)O (4-benzylresorcinol), CN1CCOCC1 (N-methylmorpholine), CN1CCOCC1 (N-methylmorpholine), ClC1=C(C=CC=C1)S(=O)(=O)Cl (2-chlorobenzenesulfonyl chloride). Run in C(Cl)Cl (methylene chloride). Conditions: time 30 minute. The product is OC=1C=C(C=CC1CC1=CC=CC=C1)OS(=O)(=O)C1=C(C=CC=C1)Cl (2-Chlorobenzenesulfonic acid 3-hydroxy-4-benzylphenyl ester). The yield is 25.6%. Reaction SMILES: [CH2:1]([C:8]1[CH:14]=[CH:13][C:11]([OH:12])=[CH:10][C:9]=1[OH:15])[C:2]1[CH:7]=[CH:6][CH:5]=[CH:4][CH:3]=1.CN1CCOCC1.[Cl:23][C:24]1[CH:29]=[CH:28][CH:27]=[CH:26][C:25]=1[S:30](Cl)(=[O:32])=[O:31]>C(Cl)Cl>[OH:15][C:9]1[CH:10]=[C:11]([O:12][S:30]([C:25]2[CH:26]=[CH:27][CH:28]=[CH:29][C:24]=2[Cl:23])(=[O:32])=[O:31])[CH:13]=[CH:14][C:8]=1[CH2:1][C:2]1[CH:3]=[CH:4][CH:5]=[CH:6][CH:7]=1. Reported procedure: At 0° C. to a solution of 708 mg (3.54 mmol) of 4-benzylresorcinol in 20 mL of methylene chloride at 0° C. was added 410 μL (3.72 mmol) of N-methylmorpholine followed by 740 mg (3.51 mmol) of 2-chlorobenzenesulfonyl chloride. The reaction mixture was warmed to ambient temperature and stirred for 30 min. An additional 400 μL of N-methylmorpholine was added and the reaction mixture was stirred for another 60 min. The reaction mixture was quenched with 1N HCl, extracted into ether, washed with satu...